From a dataset of the Open Reaction Database (ORD), a public repository of structured organic reaction records. describe an organic reaction: reactants, conditions, products, and yield Reactants: CC(C)(C)OC(=O)N1CCN(Cc2c[nH]c(=O)c3ccc(Br)cc23)CC1, O=C([O-])[O-], CC(C)(C)[Si](C)(C)OCC1(COS(C)(=O)=O)CCC1, [Cs+], [Cs+], CN(C)C=O, O. Yields the product CC(C)(C)OC(=O)N1CCN(Cc2cn(CC3(CO[Si](C)(C)C(C)(C)C)CCC3)c(=O)c3ccc(Br)cc23)CC1. RXN SMILES: [Br:1][c:2]1[cH:3][c:4]2[c:5]([CH2:13][N:14]3[CH2:15][CH2:16][N:17]([C:20](=[O:21])[O:22][C:23]([CH3:24])([CH3:25])[CH3:26])[CH2:18][CH2:19]3)[cH:6][nH:7][c:8](=[O:12])[c:9]2[cH:10][cH:11]1.[C:27](=[O:28])([O-:29])[O-:30].[CH3:33][S:34]([O:35][CH2:38][C:39]1([CH2:43][O:44][Si:45]([CH3:46])([CH3:47])[C:48]([CH3:49])([CH3:50])[CH3:51])[CH2:40][CH2:41][CH2:42]1)(=[O:36])=[O:37].[Cs+:31].[Cs+:32].[O:52]=[CH:53][N:54]([CH3:55])[CH3:56].[OH2:57]>>[Br:1][c:2]1[cH:3][c:4]2[c:5]([CH2:13][N:14]3[CH2:15][CH2:16][N:17]([C:20](=[O:21])[O:22][C:23]([CH3:24])([CH3:25])[CH3:26])[CH2:18][CH2:19]3)[cH:6][n:7]([CH2:38][C:39]3([CH2:43][O:44][Si:45]([CH3:46])([CH3:47])[C:48]([CH3:49])([CH3:50])[CH3:51])[CH2:40][CH2:41][CH2:42]3)[c:8](=[O:12])[c:9]2[cH:10][cH:11]1. Starting materials: [N+](=O)([O-])C1=CC=C(C=C1)NC=1C=NC=NC1 (5-[(4-nitrophenyl)amino]pyrimidine), [N+](=O)([O-])C1=CC=C(CBr)C=C1 (4-nitrobenzyl bromide). Product: [N+](=O)([O-])C1=CC=C(CN(C2=CC=C(C=C2)[N+](=O)[O-])C=2C=NC=NC2)C=C1 (5-[N-(4-Nitrobenzyl)-N-(4-nitrophenyl)amino]pyrimidine). RXN SMILES: [N+:1]([C:4]1[CH:9]=[CH:8][C:7]([NH:10][C:11]2[CH:12]=[N:13][CH:14]=[N:15][CH:16]=2)=[CH:6][CH:5]=1)([O-:3])=[O:2].[N+:17]([C:20]1[CH:27]=[CH:26][C:23]([CH2:24]Br)=[CH:22][CH:21]=1)([O-:19])=[O:18]>>[N+:17]([C:20]1[CH:27]=[CH:26][C:23]([CH2:24][N:10]([C:11]2[CH:16]=[N:15][CH:14]=[N:13][CH:12]=2)[C:7]2[CH:6]=[CH:5][C:4]([N+:1]([O-:3])=[O:2])=[CH:9][CH:8]=2)=[CH:22][CH:21]=1)([O-:19])=[O:18]. Procedure: Starting compounds: 5-[(4-nitrophenyl)amino]pyrimidine and 4-nitrobenzyl bromide Reactants: CCCCP(CCCC)CCCC, CC(=O)[O-], CCCCCC, COc1cc(F)ccc1-c1ccc2c(c1CO)C(C)=CC(C)(C)N2, O=C(N=NC(=O)N1CCCCC1)N1CCCCC1, Nc1cccc(C(=O)O)c1, c1ccccc1. Product: COc1cc(F)ccc1-c1ccc2c(c1COC(=O)c1cccc(N)c1)C(C)=CC(C)(C)N2. RXN SMILES: [CH2:35]([P:36]([CH2:37][CH2:38][CH2:39][CH3:40])[CH2:41][CH2:42][CH2:43][CH3:44])[CH2:45][CH2:46][CH3:47].[CH3:66][C:67](=[O:68])[O-:69].[CH3:76][CH2:77][CH2:78][CH2:79][CH2:80][CH3:81].[F:1][c:2]1[cH:3][c:4]([O:23][CH3:24])[c:5](-[c:8]2[c:9]([CH2:21][OH:22])[c:10]3[c:15]([cH:16][cH:17]2)[NH:14][C:13]([CH3:18])([CH3:19])[CH:12]=[C:11]3[CH3:20])[cH:6][cH:7]1.[N:48]([C:49]([N:50]1[CH2:51][CH2:52][CH2:53][CH2:54][CH2:55]1)=[O:56])=[N:57][C:58]([N:59]1[CH2:60][CH2:61][CH2:62][CH2:63][CH2:64]1)=[O:65].[NH2:25][c:26]1[cH:27][cH:28][cH:29][c:30]([C:32]([OH:33])=[O:34])[cH:31]1.[cH:70]1[cH:71][cH:72][cH:73][cH:74][cH:75]1>>[F:1][c:2]1[cH:3][c:4]([O:23][CH3:24])[c:5](-[c:8]2[c:9]([CH2:21][O:22][C:32]([c:30]3[cH:29][cH:28][cH:27][c:26]([NH2:25])[cH:31]3)=[O:33])[c:10]3[c:15]([cH:16][cH:17]2)[NH:14][C:13]([CH3:18])([CH3:19])[CH:12]=[C:11]3[CH3:20])[cH:6][cH:7]1.